This data is from the Open Reaction Database (ORD), a public repository of structured organic reaction records. The task is: describe an organic reaction: reactants, conditions, products, and yield The reactants are CC1(CC=CCC1)C(=O)O (1-methyl-3-cyclohexenecarboxylic acid), OS(=O)(=O)O (H2SO4). Run in C(Cl)(Cl)Cl (chloroform), C(Cl)(Cl)Cl (chloroform). Run at temperature 0 celsius, time 15 minute. The product is CC12CC(CCC1)OC2=O (1-methylcyclohexane-1,3-carbolactone). Isolated yield 59.6%. Reaction SMILES: [CH3:1][C:2]1([C:8]([OH:10])=[O:9])[CH2:7][CH2:6][CH:5]=[CH:4][CH2:3]1.OS(O)(=O)=O>C(Cl)(Cl)Cl>[CH3:1][C:2]12[C:8](=[O:10])[O:9][CH:4]([CH2:5][CH2:6][CH2:7]1)[CH2:3]2. Procedure details: A solution of 1-methyl-3-cyclohexenecarboxylic acid (47 g) in chloroform (200 ml) was cooled to -5° C. Then, a mixture of conc. H2SO4 (100 ml) and chloroform (100 ml) was added. After stirring at 0° C. for 15 minutes, the mixture was poured onto ice (500 g) and extracted with chloroform. The chloroform layer was washed in sequence with water, saturated aqueous sodium hydrogen carbonate solution and water, and dried (MgSO4), and the chloroform was distilled off. The residual oily substance was su... As a reaction SMILES: [CH3:1][c:2]1[cH:3][cH:4][c:5]([S:8](=[O:9])(=[O:10])[N:11]2[CH2:12][CH2:13][CH:14]([C:17](=[O:18])[OH:19])[CH2:15][CH2:16]2)[cH:6][cH:7]1.[CH3:31][N:32]1[CH2:33][CH2:34][O:35][CH2:36][CH2:37]1.[CH3:50][C:51]#[N:52].[Cl:20][c:21]1[n:22][c:23]([O:24][CH3:25])[n:26][c:27]([O:28][CH3:29])[n:30]1.[F:38][C:39]([O:40][c:41]1[cH:42][cH:43][c:44]([NH2:45])[cH:46][cH:47]1)([F:48])[F:49]>>[CH3:1][c:2]1[cH:3][cH:4][c:5]([S:8](=[O:9])(=[O:10])[N:11]2[CH2:12][CH2:13][CH:14]([C:17](=[O:18])[NH:45][c:44]3[cH:43][cH:42][c:41]([O:40][C:39]([F:38])([F:48])[F:49])[cH:47][cH:46]3)[CH2:15][CH2:16]2)[cH:6][cH:7]1. Yields the product Cc1ccc(S(=O)(=O)N2CCC(C(=O)Nc3ccc(OC(F)(F)F)cc3)CC2)cc1. Reactants: Cc1ccc(S(=O)(=O)N2CCC(C(=O)O)CC2)cc1, CN1CCOCC1, CC#N, COc1nc(Cl)nc(OC)n1, Nc1ccc(OC(F)(F)F)cc1. The reactants are C(=O)C=1C=C(C(=O)OC)C=C(C1)[N+](=O)[O-] (methyl 3-formyl-5-nitrobenzoate), Cl.NO (hydroxylamine hydrochloride), O (water). The product is ON=CC=1C=C(C(=O)OC)C=C(C1)[N+](=O)[O-] (methyl 3-[(N-hydroxylimino)methyl]-5-nitrobenzoate). Procedure: A mixture of methyl 3-formyl-5-nitrobenzoate (0.418 g, 2.0 mmol), hydroxylamine hydrochloride (0.209 g, 3.0 mmol) in ethanol (5.0 mL) was heated at reflux for 2 h. On cooling, the mixture was poured into water and the precipitate collected by filtration. The cake was recrystallized from ethyl acetate-hexane and dried to give 0.22 g (49%) of methyl 3-[(N-hydroxylimino)methyl]-5-nitrobenzoate as an off-white solid, mp 144°-145° C. Yield: 49.1%. Run in C(C)O (ethanol). As a reaction SMILES: [CH:1]([C:3]1[CH:4]=[C:5]([CH:10]=[C:11]([N+:13]([O-:15])=[O:14])[CH:12]=1)[C:6]([O:8][CH3:9])=[O:7])=O.Cl.[NH2:17][OH:18].O>C(O)C>[OH:18][N:17]=[CH:1][C:3]1[CH:4]=[C:5]([CH:10]=[C:11]([N+:13]([O-:15])=[O:14])[CH:12]=1)[C:6]([O:8][CH3:9])=[O:7] |f:1.2|. Reactants: CC1CC(Oc2cccc(NC(=O)c3ccc(F)cc3Cl)c2)CCN1C(=O)OC(C)(C)C, Cl. Product: CC1CC(Oc2cccc(NC(=O)c3ccc(F)cc3Cl)c2)CCN1. RXN SMILES: [C:1]([O:2][C:3](=[O:4])[N:8]1[CH:9]([CH3:32])[CH2:10][CH:11]([O:14][c:15]2[cH:16][c:17]([NH:21][C:22]([c:23]3[c:24]([Cl:30])[cH:25][c:26]([F:29])[cH:27][cH:28]3)=[O:31])[cH:18][cH:19][cH:20]2)[CH2:12][CH2:13]1)([CH3:5])([CH3:6])[CH3:7].[ClH:33]>>[NH:8]1[CH:9]([CH3:32])[CH2:10][CH:11]([O:14][c:15]2[cH:16][c:17]([NH:21][C:22]([c:23]3[c:24]([Cl:30])[cH:25][c:26]([F:29])[cH:27][cH:28]3)=[O:31])[cH:18][cH:19][cH:20]2)[CH2:12][CH2:13]1. Reactants: Cl (HCl), O1CCOCC1 (dioxane), [N+](=O)([O-])C=1C(=CC=C2C=CC=NC12)CNS(=O)C(C)(C)C (2-methyl-propane-2-sulfinic acid (8-nitro-quinolin-7-ylmethyl)-amide), [N+](=O)([O-])C=1C(=CC=C2C=CC=NC12)CNS(=O)C(C)(C)C (2-methyl-propane-2-sulfinic acid (8-nitro-quinolin-7-ylmethyl)-amide). Solvent: CO (MeOH). Reaction conditions: temperature 0 celsius, time 1 hour. The product is [N+](=O)([O-])C=1C(=CC=C2C=CC=NC12)CN (C-(8-Nitro-quinolin-7-yl)-methylamine), Cl (HCl). Yield: 100.0%. Reaction SMILES: [N+:1]([C:4]1[C:5]([CH2:14][NH:15]S(C(C)(C)C)=O)=[CH:6][CH:7]=[C:8]2[C:13]=1[N:12]=[CH:11][CH:10]=[CH:9]2)([O-:3])=[O:2].[ClH:22].O1CCOCC1>CO>[N+:1]([C:4]1[C:5]([CH2:14][NH2:15])=[CH:6][CH:7]=[C:8]2[C:13]=1[N:12]=[CH:11][CH:10]=[CH:9]2)([O-:3])=[O:2].[ClH:22]. Reported procedure: A solution of 2-methyl-propane-2-sulfinic acid (8-nitro-quinolin-7-ylmethyl)-amide (Intermediate 209) (402 mg, 1.31 mmol) in dry MeOH (10 ml) under a nitrogen atmosphere was cooled to 0° C. HCl in dioxane (4M, 1.7 ml, 6.9 mmol) was added and the mixture was stirred at 0° C. for 1 h and allowed to warm to room temperature overnight. The mixture was concentrated in vacuo and the residue was triturated with dry ether (10 ml). The solid was collected by filtration, washed with dry ether and dried at... Starting materials: ClC1=CC(=C(C=N1)N)I (6-chloro-4-iodopyridin-3-amine), C(#C)C1(CC1)C (1-ethynyl-1-methyl-cyclopropane). Reagents/catalysts: [Cu]I (CuI), Cl[Pd]([P](C1=CC=CC=C1)(C2=CC=CC=C2)C3=CC=CC=C3)([P](C4=CC=CC=C4)(C5=CC=CC=C5)C6=CC=CC=C6)Cl (Pd(PPh3)2Cl2). Solvent: CCN(CC)CC (Et3N). Product: ClC1=CC(=C(C=N1)N)C#CC1(CC1)C (6-chloro-4-((1-methylcyclopropyl)ethynyl)pyridin-3-amine). Isolated yield 51.8%. Reaction SMILES: [Cl:1][C:2]1[N:7]=[CH:6][C:5]([NH2:8])=[C:4](I)[CH:3]=1.[C:10]([C:12]1([CH3:15])[CH2:14][CH2:13]1)#[CH:11]>CCN(CC)CC.[Cu]I.Cl[Pd](Cl)([P](C1C=CC=CC=1)(C1C=CC=CC=1)C1C=CC=CC=1)[P](C1C=CC=CC=1)(C1C=CC=CC=1)C1C=CC=CC=1>[Cl:1][C:2]1[N:7]=[CH:6][C:5]([NH2:8])=[C:4]([C:11]#[C:10][C:12]2([CH3:15])[CH2:14][CH2:13]2)[CH:3]=1 |^1:27,46|. Procedure: To a solution of 6-chloro-4-iodopyridin-3-amine (7.0 g, 28 mmol) in Et3N (100 mL) was added 1-ethynyl-1-methyl-cyclopropane (11.0 g, 137 mmol), CuI (0.53 g, 2.8 mmol) and Pd(PPh3)2Cl2 (1.9 g, 2.8 mmol) under N2 atmosphere. The mixture was refluxed overnight and quenched with H2O (100 mL). The organic layer was separated and the aqueous layer was extracted with ethyl acetate (100 mL×3). The combined organic layers were washed with brine, dried over anhydrous Na2SO4 and purified by chromatography ... Reactants: N1C=CC=2C(=NC=CC21)NC(=O)C2CC2 (N-(1H-pyrrolo[3,2-c]pyridin-4-yl)cyclopropane carboxamide), ClC1=C(C(=O)O)C(=CC(=C1)C(NC(C)C)=O)Cl (2,6-dichloro-4-[(propan-2-yl)carbamoyl]benzoic acid). Yields the product ClC=1C=C(C(=O)NC(C)C)C=C(C1C(=O)N1C=CC=2C(=NC=CC21)NC(=O)C2CC2)Cl (3,5-Dichloro-4-({4-[(cyclopropylcarbonyl)amino]-1H-pyrrolo[3,2-c]pyridin-1-yl}carbonyl)-N-(propan-2-yl)benzamide). Reaction SMILES: [NH:1]1[C:9]2[CH:8]=[CH:7][N:6]=[C:5]([NH:10][C:11]([CH:13]3[CH2:15][CH2:14]3)=[O:12])[C:4]=2[CH:3]=[CH:2]1.[Cl:16][C:17]1[CH:25]=[C:24]([C:26](=[O:31])[NH:27][CH:28]([CH3:30])[CH3:29])[CH:23]=[C:22]([Cl:32])[C:18]=1[C:19](O)=[O:20]>>[Cl:16][C:17]1[CH:25]=[C:24]([CH:23]=[C:22]([Cl:32])[C:18]=1[C:19]([N:1]1[C:9]2[CH:8]=[CH:7][N:6]=[C:5]([NH:10][C:11]([CH:13]3[CH2:14][CH2:15]3)=[O:12])[C:4]=2[CH:3]=[CH:2]1)=[O:20])[C:26]([NH:27][CH:28]([CH3:30])[CH3:29])=[O:31]. Procedure details: 3,5-Dichloro-4-({4-[(cyclopropylcarbonyl)amino]-1H-pyrrolo[3,2-c]pyridin-1-yl}carbonyl)-N-(propan-2-yl)benzamide (Compound No. 106) was prepared using N-(1H-pyrrolo[3,2-c]pyridin-4-yl)cyclopropane carboxamide and 2,6-dichloro-4-[(propan-2-yl)carbamoyl]benzoic acid.